Dataset: the Open Reaction Database (ORD), a public repository of structured organic reaction records. Task: describe an organic reaction: reactants, conditions, products, and yield Starting materials: amines, NC(C(=O)N)CC (amino-ethyl acetamide), ethers, benzoic acids, N (ammonia), C(=C)[Si](C=C)(C=C)C=C (tetravinylsilane), OCC(C)(CO)CO (tris-(hydroxymethyl)ethane), aromatic rings, OC1=CC=C(C=C1)C(C)(C1=CC=C(C=C1)O)C1=CC=C(C=C1)O (1,1,1-tris-(4'-hydroxyphenyl)-ethane), OCC(CO)(CO)CO (pentaerythritol), ethylenediimine, polyphenylenes, amidoamines, imines, III, polyethyleneimines, diethylene diimine, C(CN)N (ethylene diamine), C(C)(=O)OC=1C=C(C(=O)O)C=C(C1)OC(C)=O (3,5-diacetoxybenzoic acid), primary amine, alcohols. Yields the product OC=1C=C(C(CC)O)C=C(C1)O (3,5-dihydroxyethyl benzyl alcohol), siloxanes. As a reaction SMILES: N.O[CH2:3][C:4](CO)(CO)CO.OCC(CO)(CO)C.OC1C=CC(C(C2C=CC(O)=CC=2)(C2C=CC(O)=CC=2)C)=CC=1.C(N)CN.C([Si](C=C)(C=C)C=C)=C.C([O:58][C:59]1[CH:60]=[C:61]([CH:65]=[C:66]([O:68]C(=O)C)[CH:67]=1)[C:62]([OH:64])=O)(=O)C.NC(CC)C(N)=O>>[OH:68][C:66]1[CH:65]=[C:61]([CH:60]=[C:59]([OH:58])[CH:67]=1)[CH:62]([OH:64])[CH2:3][CH3:4]. Reported procedure: The dendrimers selected for the toners of the present invention are, for example, illustrated in the documents mentioned herein. Dendrimers are known, and can be considered radially symmetrical molecules of a STARBURST™ topology comprised of an initiator core, such as nitrogen, ethylenediimine, silicon, and the like, interior layers attached to the core and comprised of, for example, three or four arms, each arm being composed of repeating units with the number of repeating units in each arm bei... RXN SMILES: [CH2:1](Cl)[C:2]1[CH:7]=[CH:6][CH:5]=[CH:4][CH:3]=1.[OH:9][CH2:10][CH2:11][NH:12][CH2:13][CH2:14][OH:15].C(=O)([O-])[O-].[K+].[K+]>>[OH:9][CH2:10][CH2:11][N:12]([CH2:1][C:2]1[CH:7]=[CH:6][CH:5]=[CH:4][CH:3]=1)[CH2:13][CH2:14][OH:15] |f:2.3.4|. Yields the product OCCN(CCO)CC1=CC=CC=C1 (N,N-bis(2-hydroxyethyl)benzylamine). Reactants: hydrochlorides, C(C1=CC=CC=C1)Cl (benzyl chloride), OCCNCCO (N,N-bis(2-hydroxyethyl)amine), C([O-])([O-])=O.[K+].[K+] (potassium carbonate). Procedure details: S. Gump and E.J. Nikaivitz in Example 3 of U.S. Pat. No. 2,504,977 issued April 25, 1950, show the reaction of 190 g of benzyl chloride with 315 g of N,N-bis(2-hydroxyethyl)amine at 100-125° C. for nine hours followed by addition of sufficient saturated potassium carbonate to neutralize "the formed hydrochlorides" and continued stirring of the mixture for thirty minutes at 90° C. The separated oil in isopropyl ether and ethanol was dried and distilled twice to produce 162 g (54.3% yield) of pure... Run at temperature 90 celsius. Yield: 55.3%.